The task is: describe an organic reaction: reactants, conditions, products, and yield. This data is from the Open Reaction Database (ORD), a public repository of structured organic reaction records. The reactants are NC[C@@H]1OC2=CC=CC=C2CC1 ((R)-2-aminomethylchroman), FC1=CC=C(C=C1)C=1C=C(C=NC1)C=O (5-(4-fluorophenyl)-pyridine-3-carbaldehyde), [H][H] (hydrogen). Reagents/catalysts: [Pd] (palladium on activated carbon). Run in C1CCOC1 (THF). The product is FC1=CC=C(C=C1)C=1C=C(C=NC1)CNC[C@@H]1OC2=CC=CC=C2CC1 ((R)-(−)-2-[5-(4-fluorophenyl)-3-pyridylmethylaminomethyl]chroman). The yield is 100.0%. As a reaction SMILES: [NH2:1][CH2:2][C@H:3]1[CH2:12][CH2:11][C:10]2[C:5](=[CH:6][CH:7]=[CH:8][CH:9]=2)[O:4]1.[F:13][C:14]1[CH:19]=[CH:18][C:17]([C:20]2[CH:21]=[C:22]([CH:26]=O)[CH:23]=[N:24][CH:25]=2)=[CH:16][CH:15]=1.[H][H]>C1COCC1.[Pd]>[F:13][C:14]1[CH:15]=[CH:16][C:17]([C:20]2[CH:21]=[C:22]([CH2:26][NH:1][CH2:2][C@H:3]3[CH2:12][CH2:11][C:10]4[C:5](=[CH:6][CH:7]=[CH:8][CH:9]=4)[O:4]3)[CH:23]=[N:24][CH:25]=2)=[CH:18][CH:19]=1. Procedure: 5.07 g of (R)-2-aminomethylchroman and 5.00 g of 5-(4-fluorophenyl)-pyridine-3-carbaldehyde are dissolved in 38 ml of THF, and 6 g of 5% palladium on activated carbon are added with stirring. The mixture is hydrogenated at room temperature under atmospheric pressure with stirring. When the take-up of hydrogen is complete, the catalyst is filtered off, giving 8.66 g of (R)-(−)-2-[5-(4-fluorophenyl)-3-pyridylmethylaminomethyl]chroman by removal of the solvent by distillation (68% yield). Reactants: 1.4;3.6-dianhydro-D-glucitol 2- and 5-methanesulphonate, CS(=O)(=O)[O-].[Na+] (sodium methanesulphonate), steel, C (charcoal), CS(=O)(=O)Cl (methanesulphonic acid chloride), [OH-].[Na+] (sodium hydroxide), C1[C@H]([C@@H]2[C@H](O1)[C@H](CO2)O)O (1.4:3.6-dianhydro-D-glucitol). Run in C(Cl)(Cl)Cl (chloroform), N1=CC=CC=C1 (pyridine). Product: C1[C@@H]2[C@@H]3[C@H](O1)[C@H](O2)CO3 (1.4;2.5;3.6-trianhydro-D-mannitol). As a reaction SMILES: [CH2:1]1[O:5][C@@H:4]2[C@@H:6](O)[CH2:7][O:8][C@@H:3]2[C@@H:2]1[OH:10].CS(Cl)(=O)=O.[OH-].[Na+].CS([O-])(=O)=O.[Na+].C>N1C=CC=CC=1.C(Cl)(Cl)Cl>[CH2:7]1[O:8][C@@H:3]2[C@H:2]3[CH2:1][O:5][C@@H:4]2[C@@H:6]1[O:10]3 |f:2.3,4.5|. Procedure details: To a solution of 2923 g. (20 mol) 1.4:3.6-dianhydro-D-glucitol in 16 liters of anhydrous pyridine, one adds dropwise, with stirring and cooling to -15°, 2 liters (25 mol) methanesulphonic acid chloride, stirs for 15 hrs. at -15° and distils off the pyridine under reduced pressure. The oily residue is mixed with 10 liters of water, briefly heated to boiling and, after cooling, filtered off from 1.4;3.6-dianhydro-D-glucitol 2,5-dimethanesulphonate which has crystallised out and the filter cake is ...